This data is from the Open Reaction Database (ORD), a public repository of structured organic reaction records. The task is: describe an organic reaction: reactants, conditions, products, and yield Reactants: C(C(=O)C)(=O)OCC (Ethyl pyruvate), C (charcoal), C(C)OC(N(C)C)OCC (N,N-dimethylformamide diethyl acetal), C(C)O (ethanol). Solvent: C(C)OCC (diethyl ether). Run at temperature 5 celsius, time 3 hour. The product is CN(C=CC(C(=O)OCC)=O)C (Ethyl 4-dimethylamino-2-oxo-3-butenoate). The yield is 31.4%. Reaction SMILES: [C:1]([O:6][CH2:7][CH3:8])(=[O:5])[C:2]([CH3:4])=[O:3].C(O[CH:12](OCC)[N:13]([CH3:15])[CH3:14])C.C(O)C.C>C(OCC)C>[CH3:12][N:13]([CH3:15])[CH:14]=[CH:4][C:2](=[O:3])[C:1]([O:6][CH2:7][CH3:8])=[O:5]. Procedure: Ethyl pyruvate (1,500 g) is added in the course of 2 hours, while the temperature is maintained at approximately 5° C., to N,N-dimethylformamide diethyl acetal (2,100 g) cooled to a temperature in the region of 5° C. The mixture is then stirred for 3 hours at a temperature in the region of 20° C. The reaction ethanol is evaporated off to dryness and the residue obtained is pounded with diethyl ether (12 liters) and charcoal 3S (30 g) and then filtered on supercel. The filtrate is taken up with w...